From a dataset of the Open Reaction Database (ORD), a public repository of structured organic reaction records. describe an organic reaction: reactants, conditions, products, and yield The reactants are C1=C(C=CC2=CC(=CC=C12)S(=O)(=O)O)S(=O)(=O)O (2,6-naphthalenedisulfonic acid). The solvent is O (water). Reaction conditions: temperature 23 celsius. The product is C1=C(C=CC2=CC=C(C=C12)S(=O)(=O)O)S(=O)(=O)O (2,7-naphthalenedisulfonic acid). Reaction SMILES: [CH:1]1[C:10]2[C:5](=[CH:6][C:7](S(O)(=O)=O)=[CH:8][CH:9]=2)[CH:4]=[CH:3][C:2]=1[S:15]([OH:18])(=[O:17])=[O:16]>O>[CH:9]1[C:10]2[C:5](=[CH:4][CH:3]=[C:2]([S:15]([OH:18])(=[O:17])=[O:16])[CH:1]=2)[CH:6]=[CH:7][C:8]=1[S:15]([OH:18])(=[O:17])=[O:16]. Procedure: To 520 g of the disulfonation reaction mixture obtained in Example 4 was added 180 ml of water to adjust the sulfuric acid concentration to 45% by weight. The mixture was cooled to 23° C. and the precipitated crystal was recovered by filtration to obtain 60 g of 2,7-naphthalenedisulfonic acid having a purity of 97%.